Dataset: the Open Reaction Database (ORD), a public repository of structured organic reaction records. Task: describe an organic reaction: reactants, conditions, products, and yield Procedure details: The (S)-2-((1-isopentyl-5-oxopyrrolidin-2-yl)methyl)isoindoline-1,3-dione was subjected to the phthalimide deprotection procedure described in example 5.6.123, Part B, to obtain 100% yield of the desired product. Yields the product NC[C@@H]1CCC(N1CCC(C)C)=O ((S)-5-(aminomethyl)-1-isopentylpyrrolidin-2-one). Reaction SMILES: [CH2:1]([N:6]1[C:10](=[O:11])[CH2:9][CH2:8][C@H:7]1[CH2:12][N:13]1C(=O)C2C(=CC=CC=2)C1=O)[CH2:2][CH:3]([CH3:5])[CH3:4].C1(=O)NC(=O)C2=CC=CC=C12>>[NH2:13][CH2:12][C@H:7]1[N:6]([CH2:1][CH2:2][CH:3]([CH3:4])[CH3:5])[C:10](=[O:11])[CH2:9][CH2:8]1. Reactants: C(CC(C)C)N1[C@@H](CCC1=O)CN1C(C2=CC=CC=C2C1=O)=O ((S)-2-((1-isopentyl-5-oxopyrrolidin-2-yl)methyl)isoindoline-1,3-dione), C1(C=2C(C(N1)=O)=CC=CC2)=O (phthalimide). The yield is 100.0%. Starting materials: N#CCBr, O=C([O-])[O-], CC#N, [K+], [K+], Oc1cccc2[nH]c3ccccc3c12. The product is N#CCOc1cccc2[nH]c3ccccc3c12. Reaction SMILES: [Br:21][CH2:22][C:23]#[N:24].[C:15](=[O:16])([O-:17])[O-:18].[CH3:25][C:26]#[N:27].[K+:19].[K+:20].[cH:1]1[cH:2][cH:3][c:4]([OH:14])[c:5]2[c:6]3[cH:7][cH:8][cH:9][cH:10][c:11]3[nH:12][c:13]12>>[cH:1]1[cH:2][cH:3][c:4]([O:14][CH2:22][C:23]#[N:24])[c:5]2[c:6]3[cH:7][cH:8][cH:9][cH:10][c:11]3[nH:12][c:13]12.